describe an organic reaction: reactants, conditions, products, and yield From a dataset of the Open Reaction Database (ORD), a public repository of structured organic reaction records. The reactants are [O-]S(=O)[O-].[Na+].[Na+] (Na2SO3), C(C1=CC=CC=C1)=O (benzaldehyde), ClC1=CC=C(C=C1)C(CN)CN (2-(4-chlorophenyl)propane-1,3-diamine), C(=O)([O-])[O-].[K+].[K+] (K2CO3), II (iodine). The product is ClC1=CC=C(C=C1)C1CN=C(NC1)C1=CC=CC=C1 (5-(4-Chlorophenyl)-2-phenyl-1,4,5,6-tetrahydropyrimidine). The yield is 86.4%. Solvent: CC(C)(C)O (t-BuOH). As a reaction SMILES: [CH:1](=O)[C:2]1[CH:7]=[CH:6][CH:5]=[CH:4][CH:3]=1.[Cl:9][C:10]1[CH:15]=[CH:14][C:13]([CH:16]([CH2:19][NH2:20])[CH2:17][NH2:18])=[CH:12][CH:11]=1.C([O-])([O-])=O.[K+].[K+].II.[O-]S([O-])=O.[Na+].[Na+]>CC(O)(C)C>[Cl:9][C:10]1[CH:11]=[CH:12][C:13]([CH:16]2[CH2:19][NH:20][C:1]([C:2]3[CH:7]=[CH:6][CH:5]=[CH:4][CH:3]=3)=[N:18][CH2:17]2)=[CH:14][CH:15]=1 |f:2.3.4,6.7.8|. Procedure: A solution of benzaldehyde (0.0056 mL, 0.056 mmol) and 2-(4-chlorophenyl)propane-1,3-diamine (10.8 mg, 0.059 mmol) in 0.7 mL t-BuOH was heated at 70° C. for 15 min. The reaction mixture was cooled to rt and treated with K2CO3 (38.5 mg, 0.279 mmol) and iodine (17.7 mg, 0.070 mmol). The reaction mixture was stirred for 5 min at rt and then heated to 70° C. for 2.5 hours. The reaction mixture was cooled to rt and saturated aqueous Na2SO3 was added drop-wise until the color changed from orange to ye... Reaction conditions: time 5 minute. The reactants are Brc1ccc2c(C3CCNCC3)noc2c1, COCCOC, Cc1ccc(C(=O)NCC2CC2)cc1B1OC(C)(C)C(C)(C)O1, [Na+], [Na+], O=C([O-])[O-], [Pd], c1ccc(P(c2ccccc2)c2ccccc2)cc1, c1ccc(P(c2ccccc2)c2ccccc2)cc1, c1ccc(P(c2ccccc2)c2ccccc2)cc1, c1ccc(P(c2ccccc2)c2ccccc2)cc1. The product is Cc1ccc(C(=O)NCC2CC2)cc1-c1ccc2c(C3CCNCC3)noc2c1. RXN SMILES: [Br:30][c:31]1[cH:32][c:33]2[c:34]([c:35]([CH:38]3[CH2:39][CH2:40][NH:41][CH2:42][CH2:43]3)[n:36][o:37]2)[cH:44][cH:45]1.[CH3:123][O:124][CH2:125][CH2:126][O:127][CH3:128].[CH:1]1([CH2:4][NH:5][C:6]([c:7]2[cH:8][c:9]([B:14]3[O:15][C:16]([CH3:17])([CH3:18])[C:19]([CH3:20])([CH3:21])[O:22]3)[c:10]([CH3:13])[cH:11][cH:12]2)=[O:23])[CH2:2][CH2:3]1.[Na+:24].[Na+:25].[O-:26][C:27](=[O:28])[O-:29].[Pd:46].[c:104]1([P:105]([c:106]2[cH:107][cH:108][cH:109][cH:110][cH:111]2)[c:112]2[cH:113][cH:114][cH:115][cH:116][cH:117]2)[cH:118][cH:119][cH:120][cH:121][cH:122]1.[c:47]1([P:48]([c:49]2[cH:50][cH:51][cH:52][cH:53][cH:54]2)[c:55]2[cH:56][cH:57][cH:58][cH:59][cH:60]2)[cH:61][cH:62][cH:63][cH:64][cH:65]1.[c:66]1([P:67]([c:68]2[cH:69][cH:70][cH:71][cH:72][cH:73]2)[c:74]2[cH:75][cH:76][cH:77][cH:78][cH:79]2)[cH:80][cH:81][cH:82][cH:83][cH:84]1.[c:85]1([P:86]([c:87]2[cH:88][cH:89][cH:90][cH:91][cH:92]2)[c:93]2[cH:94][cH:95][cH:96][cH:97][cH:98]2)[cH:99][cH:100][cH:101][cH:102][cH:103]1>>[CH:1]1([CH2:4][NH:5][C:6]([c:7]2[cH:8][c:9](-[c:31]3[cH:32][c:33]4[c:34]([c:35]([CH:38]5[CH2:39][CH2:40][NH:41][CH2:42][CH2:43]5)[n:36][o:37]4)[cH:44][cH:45]3)[c:10]([CH3:13])[cH:11][cH:12]2)=[O:23])[CH2:2][CH2:3]1. The reactants are Cn1cnc2c(C#N)nc(-c3ccc(OCCCOS(C)(=O)=O)c(C(F)(F)F)c3)cc21, CO, N. Product: Cn1cnc2c(C#N)nc(-c3ccc(OCCCN)c(C(F)(F)F)c3)cc21, CS(=O)(=O)O. Reaction SMILES: [CH3:1][S:2](=[O:3])(=[O:4])[O:5][CH2:6][CH2:7][CH2:8][O:9][c:10]1[c:11]([C:28]([F:29])([F:30])[F:31])[cH:12][c:13](-[c:16]2[cH:17][c:18]3[c:19]([c:20]([C:22]#[N:23])[n:21]2)[n:24][cH:25][n:26]3[CH3:27])[cH:14][cH:15]1.[CH3:33][OH:34].[NH3:32]>>[CH2:6]([CH2:7][CH2:8][O:9][c:10]1[c:11]([C:28]([F:29])([F:30])[F:31])[cH:12][c:13](-[c:16]2[cH:17][c:18]3[c:19]([c:20]([C:22]#[N:23])[n:21]2)[n:24][cH:25][n:26]3[CH3:27])[cH:14][cH:15]1)[NH2:32].[CH3:1][S:2](=[O:3])(=[O:4])[OH:5]. Reactants: NC(=O)NC(=O)c1cc(Cl)cc(Cl)c1, NC1CN2CCC1CC2, c1ccncc1. Product: O=C(NC(=O)c1cc(Cl)cc(Cl)c1)NC1CN2CCC1CC2. As a reaction SMILES: [Cl:10][c:11]1[cH:12][c:13]([C:14](=[O:15])[NH:16][C:17](=[O:18])[NH2:19])[cH:20][c:21]([Cl:23])[cH:22]1.[NH2:1][CH:2]1[CH2:3][N:4]2[CH2:5][CH2:6][CH:7]1[CH2:8][CH2:9]2.[cH:24]1[cH:25][cH:26][n:27][cH:28][cH:29]1>>[NH:1]([CH:2]1[CH2:3][N:4]2[CH2:5][CH2:6][CH:7]1[CH2:8][CH2:9]2)[C:17]([NH:16][C:14]([c:13]1[cH:12][c:11]([Cl:10])[cH:22][c:21]([Cl:23])[cH:20]1)=[O:15])=[O:18]. The reactants are [H-].[Na+] (sodium hydride), C(O)([O-])=O.[Na+] (sodium hydrogencarbonate), Cl (hydrochloric acid), ClC1=CC(=CC=C1)C(=O)OO (m-chloroperbenzoic acid), C(C)(=O)C1=CC=2CCC3=CC=CC=C3C2C=C1 (2-acetyl-9,10-dihydrophenanthrene), resultant solution, C([O-])([O-])=O.[K+].[K+] (potassium carbonate). Run in O (water), C(C)O (ethanol), ClCCl (dichloromethane), O (water). Product: OC1=CC=2CCC3=CC=CC=C3C2C=C1 (2-hydroxy-9,10-dihydrophenanthrene). Yield: 78.7%. As a reaction SMILES: ClC1C=CC=C(C(OO)=O)C=1.C(C1[CH:28]=[CH:27][C:26]2[C:25]3[C:20](=[CH:21][CH:22]=[CH:23][CH:24]=3)[CH2:19][CH2:18][C:17]=2[CH:16]=1)(=O)C.[C:29](=[O:32])([O-])[O-].[K+].[K+].C(=O)([O-])O.[Na+].[H-].[Na+].Cl>ClCCl.O.C(O)C>[OH:32][C:29]1[CH:28]=[CH:27][C:26]2[C:25]3[C:20](=[CH:21][CH:22]=[CH:23][CH:24]=3)[CH2:19][CH2:18][C:17]=2[CH:16]=1 |f:2.3.4,5.6,7.8|. Procedure: Then, 2.00 g (11.6 mM) of m-chloroperbenzoic acid was added to a solution of 2.54 g (11.4 mM) of 2-acetyl-9,10-dihydrophenanthrene in 75 ml of dichloromethane at room temperature under stirring to be dissolved therein. To the resultant solution, 1.11 g (11.1 mM) of potassium carbonate was added, followed by heat-refluxing for 2 hours and 10 minutes. After the reaction, the reaction mixture was cooled on an ice bath and poured into 10%-sodium hydrogencarbonate aqueous solution. The resultant orga... Starting materials: O1CC(C1)=O (Oxetane-3-one), [Cl-].[NH4+] (ammonium chloride), BrC1=NC=C(C=C1)Br (2,5-Dibromopyridine), C(CCC)[Li] (n-Butyllithium). Run in C1(=CC=CC=C1)C (toluene), C1(=CC=CC=C1)C (toluene). Reaction conditions: temperature -78 celsius, time 20 minute. The product is BrC=1C=CC(=NC1)C1(COC1)O (3-(5-Bromopyridin-2-yl)oxetan-3-ol). Isolated yield 51.9%. As a reaction SMILES: Br[C:2]1[CH:7]=[CH:6][C:5]([Br:8])=[CH:4][N:3]=1.C([Li])CCC.[O:14]1[CH2:17][C:16](=[O:18])[CH2:15]1.[Cl-].[NH4+]>C1(C)C=CC=CC=1>[Br:8][C:5]1[CH:6]=[CH:7][C:2]([C:16]2([OH:18])[CH2:17][O:14][CH2:15]2)=[N:3][CH:4]=1 |f:3.4|. Procedure details: 2,5-Dibromopyridine (10 g, 35.2 mmol) is dissolved in dry toluene (200 mL) under a nitrogen atmosphere and cooled to −78° C. n-Butyllithium (2.5M in hexanes, 2.5 mL, 38.7 mmol) is added at −78° C. over 20 minutes. The reaction mixture is stirred at −78° C. for 20 minutes. Oxetane-3-one (2.79 g, 38.7 mmol) in toluene (100 mL) is added then stirred at −78° C. for 30 minutes. Saturated aqueous ammonium chloride solution (50 mL) is added. The mixture extracted with ethyl acetate (2×200 mL), separate...